From a dataset of the Open Reaction Database (ORD), a public repository of structured organic reaction records. describe an organic reaction: reactants, conditions, products, and yield Starting materials: COC=1C=CC(=C(C(=O)OC)C1)C=1SC=CC1 (methyl 5-methoxy-2-(thiophen-2-yl)benzoate), NO (hydroxylamine), O (water), [OH-].[K+] (KOH). The solvent is C1CCOC1 (THF), CO (MeOH), C(Cl)Cl (DCM). Reaction conditions: time 3 hour. Product: ONC(C1=C(C=CC(=C1)OC)C=1SC=CC1)=O (N-hydroxy-5-methoxy-2-(thiophen-2-yl)benzamide). Isolated yield 38.0%. RXN SMILES: [CH3:1][O:2][C:3]1[CH:4]=[CH:5][C:6]([C:13]2[S:14][CH:15]=[CH:16][CH:17]=2)=[C:7]([CH:12]=1)[C:8](OC)=[O:9].[NH2:18][OH:19].O.[OH-].[K+]>C1COCC1.C(Cl)Cl.CO>[OH:19][NH:18][C:8](=[O:9])[C:7]1[CH:12]=[C:3]([O:2][CH3:1])[CH:4]=[CH:5][C:6]=1[C:13]1[S:14][CH:15]=[CH:16][CH:17]=1 |f:3.4|. Procedure: To a stirring solution of methyl 5-methoxy-2-(thiophen-2-yl)benzoate 10 (0.13 g, 0.524 mmol) and a solution of 50% hydroxylamine in water (0.53 mL, 0.524 mmol) in THF (1 mL) and MeOH (1 mL) was added KOH (0.117 g, 2.094 mmol) and the reaction mixture was allowed to stir at room temperature for 3 hours. The reaction mixture was solvent evaporated, diluted with DCM, washed with 5% KHSO4, brine, dried over MgSO4, filtered and solvent evaporated to provide title compound 11 (50 mg, 38% yield) as a w... Starting materials: CS(=O)(=O)O.ClC1=CC2=C(N(C(N2)=O)CCCO)C=C1 (5-chloro-1,3-dihydro-1-(3-hydroxypropyl)-2H-benzimidazol-2-one methanesulfonate), ClC1=CC2=C(N(C(N2)=O)C2CCNCC2)C=C1 (5-chloro-1,3-dihydro-1-(4-piperidinyl)-2H-benzimidazol-2-one), C([O-])([O-])=O.[Na+].[Na+] (sodium carbonate). Run in CN(C=O)C (N,N-dimethylformamide). The product is ClC1=CC2=C(N(C(N2)=O)CCCN2CCC(CC2)N2C(NC3=C2C=CC(=C3)Cl)=O)C=C1 (5-chloro-1-{3-[4-(5-chloro-1,3-dihydro-2-oxo-2H-benzimidazol-1-yl)-1-piperidinyl]propyl}-1,3-dihydro-2H-benzimidazol-2-one). RXN SMILES: CS(O)(=O)=O.[Cl:6][C:7]1[CH:20]=[CH:19][C:10]2[N:11]([CH2:15][CH2:16][CH2:17]O)[C:12](=[O:14])[NH:13][C:9]=2[CH:8]=1.[Cl:21][C:22]1[CH:37]=[CH:36][C:25]2[N:26]([CH:30]3[CH2:35][CH2:34][NH:33][CH2:32][CH2:31]3)[C:27](=[O:29])[NH:28][C:24]=2[CH:23]=1.C(=O)([O-])[O-].[Na+].[Na+]>CN(C)C=O>[Cl:6][C:7]1[CH:20]=[CH:19][C:10]2[N:11]([CH2:15][CH2:16][CH2:17][N:33]3[CH2:32][CH2:31][CH:30]([N:26]4[C:25]5[CH:36]=[CH:37][C:22]([Cl:21])=[CH:23][C:24]=5[NH:28][C:27]4=[O:29])[CH2:35][CH2:34]3)[C:12](=[O:14])[NH:13][C:9]=2[CH:8]=1 |f:0.1,3.4.5|. Procedure: A mixture of 7.6 parts of 5-chloro-1,3-dihydro-1-(3-hydroxypropyl)-2H-benzimidazol-2-one methanesulfonate, 5.5 parts of 5-chloro-1,3-dihydro-1-(4-piperidinyl)-2H-benzimidazol-2-one, 5 parts of sodium carbonate and 63 parts of N,N-dimethylformamide is stirred and heated in an oil-bath at 50°-60° C. for 2 hours. The reaction mixture is poured onto water. The precipitated product is filtered off, dried and purified by column-chromatography over silica gel using a mixture of trichloromethane and 10%... Starting materials: C, O=C(OCc1ccccc1)N1CCC12CCCN(c1ncnc3[nH]ccc13)C2, CO, C1CCOC1, [Pd]. Product: c1nc(N2CCCC3(CCN3)C2)c2cc[nH]c2n1. RXN SMILES: [C:36].[CH2:1]([O:2][C:3](=[O:4])[N:11]1[CH2:12][CH2:13][C:14]12[CH2:15][N:16]([c:20]1[c:21]3[c:22]([n:23][cH:24][n:25]1)[nH:26][cH:27][cH:28]3)[CH2:17][CH2:18][CH2:19]2)[c:5]1[cH:6][cH:7][cH:8][cH:9][cH:10]1.[CH3:34][OH:35].[O:29]1[CH2:30][CH2:31][CH2:32][CH2:33]1.[Pd:37]>>[NH:11]1[CH2:12][CH2:13][C:14]12[CH2:15][N:16]([c:20]1[c:21]3[c:22]([n:23][cH:24][n:25]1)[nH:26][cH:27][cH:28]3)[CH2:17][CH2:18][CH2:19]2.